From a dataset of the Open Reaction Database (ORD), a public repository of structured organic reaction records. describe an organic reaction: reactants, conditions, products, and yield The reactants are C#CCCCCCCCCCC (1-dodecyne), COC(C1=C(C(=CC(=C1)Br)C)N(C)S(=O)(=O)C1=CC=C(C=C1)OC)=O (5-Bromo-2-[(4-methoxy-benzenesulfonyl)-methyl-amino]-3-methyl-benzoic acid methyl ester). Yields the product COC(C1=C(C(=CC(=C1)C#CCCCCCCCCCC)C)N(C)S(=O)(=O)C1=CC=C(C=C1)OC)=O (5-Dodec-1-ynyl-2-[(4-methoxy-benzenesulfonyl)-methyl-amino]-3-methyl-benzoic acid methyl ester). Isolated yield 73.0%. Reaction SMILES: [CH:1]#[C:2][CH2:3][CH2:4][CH2:5][CH2:6][CH2:7][CH2:8][CH2:9][CH2:10][CH2:11][CH3:12].[CH3:13][O:14][C:15](=[O:37])[C:16]1[CH:21]=[C:20](Br)[CH:19]=[C:18]([CH3:23])[C:17]=1[N:24]([S:26]([C:29]1[CH:34]=[CH:33][C:32]([O:35][CH3:36])=[CH:31][CH:30]=1)(=[O:28])=[O:27])[CH3:25]>>[CH3:13][O:14][C:15](=[O:37])[C:16]1[CH:21]=[C:20]([C:1]#[C:2][CH2:3][CH2:4][CH2:5][CH2:6][CH2:7][CH2:8][CH2:9][CH2:10][CH2:11][CH3:12])[CH:19]=[C:18]([CH3:23])[C:17]=1[N:24]([S:26]([C:29]1[CH:34]=[CH:33][C:32]([O:35][CH3:36])=[CH:31][CH:30]=1)(=[O:28])=[O:27])[CH3:25]. Procedure: Following the procedure of Example 351, using 1-dodecyne instead of ethynyl biphenyl, 1.0 g (2.336 mmol) of the product of Example 202 gives 0.874 g (73%) of the alkyne as a brown oil. Electrospray Mass Spec: 514.4 (M+H)+. The reactants are C(C)NC=1SC=C(N1)C(=O)OCC (ethyl 2-ethylaminothiazole-4-carboxylate), [BH4-].[Na+] (sodium borohydride), CO (methanol). Solvent: O1CCCC1 (tetrahydrofuran). Yields the product C(C)NC=1SC=C(N1)CO (2-Ethylaminothiazol-4-ylmethanol). As a reaction SMILES: [CH2:1]([NH:3][C:4]1[S:5][CH:6]=[C:7]([C:9](OCC)=[O:10])[N:8]=1)[CH3:2].[BH4-].[Na+].CO>O1CCCC1>[CH2:1]([NH:3][C:4]1[S:5][CH:6]=[C:7]([CH2:9][OH:10])[N:8]=1)[CH3:2] |f:1.2|. Reported procedure: The reaction described in Preparation 17 was repeated but using 10 g of ethyl 2-ethylaminothiazole-4-carboxylate, 3.8 g of sodium borohydride, 70 ml of methanol and 150 ml of tetrahydrofuran, giving the title compound as a yellow oil. The reactants are CS(=O)(=O)Cl, Cl, On1c(C(F)(F)F)nc2ncc(Cl)cc21, c1ccncc1. Yields the product CS(=O)(=O)On1c(C(F)(F)F)nc2ncc(Cl)cc21. As a reaction SMILES: [CH3:16][S:17](=[O:18])(=[O:19])[Cl:20].[ClH:21].[OH:1][n:2]1[c:3]([C:12]([F:13])([F:14])[F:15])[n:4][c:5]2[n:6][cH:7][c:8]([Cl:11])[cH:9][c:10]12.[cH:22]1[cH:23][cH:24][n:25][cH:26][cH:27]1>>[O:1]([n:2]1[c:3]([C:12]([F:13])([F:14])[F:15])[n:4][c:5]2[n:6][cH:7][c:8]([Cl:11])[cH:9][c:10]12)[S:17]([CH3:16])(=[O:18])=[O:19].